From a dataset of the Open Reaction Database (ORD), a public repository of structured organic reaction records. describe an organic reaction: reactants, conditions, products, and yield Reactants: COC=1C=C2C(=NC=NC2=CC1OC)OC=1C=C2C=CC=C(C2=CC1)C(=O)O (6-(6,7-dimethoxyquinazolin-4-yloxy)-1-naphthoic acid), NCC1=CC=C(C(=O)NC2=C(C=C(C=C2)F)N)C=C1 (4-(aminomethyl)-N-(2-amino-4-fluorophenyl)benzamide). The product is NC1=C(C=CC(=C1)F)NC(=O)C1=CC=C(CNC(=O)C2=CC=CC3=CC(=CC=C23)OC2=NC=NC3=CC(=C(C=C23)OC)OC)C=C1 (N-(4-((2-amino-4-fluorophenyl)carbamoyl)benzyl)-6-(6,7-dimethoxyquinazolin-4-yloxy)-1-naphthamide). Isolated yield 75.0%. Procedure: The title compound (46.3 mg, 75% yield) was prepared as a brown solid from 6-(6,7-dimethoxyquinazolin-4-yloxy)-1-naphthoic acid (37.6 mg, 0.1 mmol) and 4-(aminomethyl)-N-(2-amino-4-fluorophenyl)benzamide (31.1 mg, 0.12 mmol) by an analogous procedure to that described in example 16. LC-MS (m/z) 618 (M+1). Reaction SMILES: [CH3:1][O:2][C:3]1[CH:4]=[C:5]2[C:10](=[CH:11][C:12]=1[O:13][CH3:14])[N:9]=[CH:8][N:7]=[C:6]2[O:15][C:16]1[CH:17]=[C:18]2[C:23](=[CH:24][CH:25]=1)[C:22]([C:26](O)=[O:27])=[CH:21][CH:20]=[CH:19]2.[NH2:29][CH2:30][C:31]1[CH:47]=[CH:46][C:34]([C:35]([NH:37][C:38]2[CH:43]=[CH:42][C:41]([F:44])=[CH:40][C:39]=2[NH2:45])=[O:36])=[CH:33][CH:32]=1>>[NH2:45][C:39]1[CH:40]=[C:41]([F:44])[CH:42]=[CH:43][C:38]=1[NH:37][C:35]([C:34]1[CH:33]=[CH:32][C:31]([CH2:30][NH:29][C:26]([C:22]2[C:23]3[C:18](=[CH:17][C:16]([O:15][C:6]4[C:5]5[C:10](=[CH:11][C:12]([O:13][CH3:14])=[C:3]([O:2][CH3:1])[CH:4]=5)[N:9]=[CH:8][N:7]=4)=[CH:25][CH:24]=3)[CH:19]=[CH:20][CH:21]=2)=[O:27])=[CH:47][CH:46]=1)=[O:36]. The reactants are O=C(Nc1ccccc1NC(=O)c1cccc(OCc2ccccc2)c1)OC(c1ccncc1)C1CCNCC1, CCO, [H][H]. The product is O=C(Nc1ccccc1NC(=O)c1cccc(O)c1)OC(c1ccncc1)C1CCNCC1. Reaction SMILES: [CH2:1]([c:2]1[cH:3][cH:4][cH:5][cH:6][cH:7]1)[O:8][c:9]1[cH:10][c:11]([C:12](=[O:13])[NH:14][c:15]2[c:16]([NH:21][C:22](=[O:23])[O:24][CH:25]([c:26]3[cH:27][cH:28][n:29][cH:30][cH:31]3)[CH:32]3[CH2:33][CH2:34][NH:35][CH2:36][CH2:37]3)[cH:17][cH:18][cH:19][cH:20]2)[cH:38][cH:39][cH:40]1.[CH3:43][CH2:44][OH:45].[H:41][H:42]>>[OH:8][c:9]1[cH:10][c:11]([C:12](=[O:13])[NH:14][c:15]2[c:16]([NH:21][C:22](=[O:23])[O:24][CH:25]([c:26]3[cH:27][cH:28][n:29][cH:30][cH:31]3)[CH:32]3[CH2:33][CH2:34][NH:35][CH2:36][CH2:37]3)[cH:17][cH:18][cH:19][cH:20]2)[cH:38][cH:39][cH:40]1. Starting materials: CO, COc1cccc2c(Cl)nc(Nc3cc(C)[nH]n3)cc12. The product is COc1cccc2c(OC)nc(Nc3cc(C)[nH]n3)cc12. As a reaction SMILES: [CH3:21][OH:22].[Cl:1][c:2]1[n:3][c:4]([NH:14][c:15]2[n:16][nH:17][c:18]([CH3:20])[cH:19]2)[cH:5][c:6]2[c:7]([O:12][CH3:13])[cH:8][cH:9][cH:10][c:11]12>>[c:2]1([O:22][CH3:21])[n:3][c:4]([NH:14][c:15]2[n:16][nH:17][c:18]([CH3:20])[cH:19]2)[cH:5][c:6]2[c:7]([O:12][CH3:13])[cH:8][cH:9][cH:10][c:11]12. Reaction SMILES: CS(OC[C@H]1CN(S(C2SC=CC=2)(=O)=O)CCN1C1C=CC(C(O)(C)C(F)(F)F)=CC=1)(=O)=O.C(N)C(C)C.[CH3:39][S:40](Cl)(=[O:42])=[O:41].[F:44][C:45]([F:76])([F:75])[C:46]([C:49]1[CH:54]=[CH:53][C:52]([N:55]2[CH2:60][CH2:59][N:58]([S:61]([C:64]3[S:65][CH:66]=[CH:67][CH:68]=3)(=[O:63])=[O:62])[CH2:57][C@@H:56]2[CH2:69][NH:70][CH2:71][CH:72]([CH3:74])[CH3:73])=[CH:51][CH:50]=1)([OH:48])[CH3:47]>>[CH3:73][CH:72]([CH3:74])[CH2:71][N:70]([CH2:69][C@H:56]1[CH2:57][N:58]([S:61]([C:64]2[S:65][CH:66]=[CH:67][CH:68]=2)(=[O:63])=[O:62])[CH2:59][CH2:60][N:55]1[C:52]1[CH:53]=[CH:54][C:49]([C:46]([OH:48])([CH3:47])[C:45]([F:44])([F:75])[F:76])=[CH:50][CH:51]=1)[S:40]([CH3:39])(=[O:42])=[O:41]. Procedure: This compound was synthesized following the scheme described for Example 195. The reaction of ((2R)-4-(thiophen-2-ylsulfonyl)-1-(4-(1,1,1-trifluoro-2-hydroxypropan-2-yl)phenyl)piperazin-2-yl)methyl methanesulfonate (Intermediate B) and isobutyl amine (Aldrich, St. Louis, Mo.), followed by sulfonamide formation (using MsCl) delivered 1,1,1-trifluoro-2-(4-((2S)-2-(((2-methylpropyl)amino)methyl)-4-(2-thiophenylsulfonyl)-1-piperazinyl)phenyl)-2-propanol as a mixture of two isomers. The reactants are CS(=O)(=O)OC[C@@H]1N(CCN(C1)S(=O)(=O)C=1SC=CC1)C1=CC=C(C=C1)C(C(F)(F)F)(C)O (((2R)-4-(2-thiophenylsulfonyl)-1-(4-(2,2,2-trifluoro-1-hydroxy-1-methylethyl)phenyl)-2-piperazinyl)methyl methanesulfonate), CS(=O)(=O)OC[C@@H]1N(CCN(C1)S(=O)(=O)C=1SC=CC1)C1=CC=C(C=C1)C(C(F)(F)F)(C)O (((2R)-4-(2-thiophenylsulfonyl)-1-(4-(2,2,2-trifluoro-1-hydroxy-1-methylethyl)phenyl)-2-piperazinyl)methyl methanesulfonate), C(C(C)C)N (isobutyl amine), sulfonamide, CS(=O)(=O)Cl (MsCl), FC(C(C)(O)C1=CC=C(C=C1)N1[C@H](CN(CC1)S(=O)(=O)C=1SC=CC1)CNCC(C)C)(F)F (1,1,1-trifluoro-2-(4-((2S)-2-(((2-methylpropyl)amino)methyl)-4-(2-thiophenylsulfonyl)-1-piperazinyl)phenyl)-2-propanol). The product is CC(CN(S(=O)(=O)C)C[C@@H]1N(CCN(C1)S(=O)(=O)C=1SC=CC1)C1=CC=C(C=C1)C(C(F)(F)F)(C)O)C (N-(2-methylpropyl)-N-(((2S)-4-(2-thiophenylsulfonyl)-1-(4-(2,2,2-trifluoro-1-hydroxy-1-methylethyl)phenyl)-2-piperazinyl)methyl)methanesulfonamide). The reactants are FC1=C(C=CC=C1)C1=CN=C(C=2NC3=CC(=C(C=C3C21)OC=2C=NC=NC2)C)C(=O)OCC (ethyl 4-(2-fluorophenyl)-7-methyl-6-(pyrimidin-5-yloxy)-9H-pyrido[3,4-b]indole-1-carboxylate), [OH-].[Na+] (NaOH). Solvent: CO (methanol). Reaction conditions: time 1 hour. The product is FC1=C(C=CC=C1)C1=CN=C(C=2NC3=CC(=C(C=C3C21)OC=2C=NC=NC2)C)C(=O)O (4-(2-Fluorophenyl)-7-methyl-6-(pyrimidin-5-yloxy)-9H-pyrido[3,4-b]indole-1-carboxylic acid). Isolated yield 60.8%. RXN SMILES: [F:1][C:2]1[CH:7]=[CH:6][CH:5]=[CH:4][C:3]=1[C:8]1[C:20]2[C:19]3[C:14](=[CH:15][C:16]([CH3:28])=[C:17]([O:21][C:22]4[CH:23]=[N:24][CH:25]=[N:26][CH:27]=4)[CH:18]=3)[NH:13][C:12]=2[C:11]([C:29]([O:31]CC)=[O:30])=[N:10][CH:9]=1.[OH-].[Na+]>CO>[F:1][C:2]1[CH:7]=[CH:6][CH:5]=[CH:4][C:3]=1[C:8]1[C:20]2[C:19]3[C:14](=[CH:15][C:16]([CH3:28])=[C:17]([O:21][C:22]4[CH:27]=[N:26][CH:25]=[N:24][CH:23]=4)[CH:18]=3)[NH:13][C:12]=2[C:11]([C:29]([OH:31])=[O:30])=[N:10][CH:9]=1 |f:1.2|. Procedure: A solution of ethyl 4-(2-fluorophenyl)-7-methyl-6-(pyrimidin-5-yloxy)-9H-pyrido[3,4-b]indole-1-carboxylate (0.08 g, 0.181 mmol) and 1N aqueous NaOH (0.814 mL, 0.814 mmol) in methanol (3.01 mL) was refluxed. After 1 hr, the reaction was cooled to room temperature and concentrated in vacuo. Water was added, and the solution was acidified to pH ˜4 by litmus paper. The precipitate was filtered, washed with water, and dried over Drierite to give the desired product (0.0456 g, 0.110 mmol, 60.9% yield)... Starting materials: CS(C)=O, CN1CCC(O)(c2ccc(Cl)cc2)CC1, O=[N+]([O-])c1ccc(F)cc1, [H-], [Na+]. Product: CN1CCC(Oc2ccc([N+](=O)[O-])cc2)(c2ccc(Cl)cc2)CC1. As a reaction SMILES: [CH3:28][S:29]([CH3:30])=[O:31].[Cl:1][c:2]1[cH:3][cH:4][c:5]([C:8]2([OH:15])[CH2:9][CH2:10][N:11]([CH3:14])[CH2:12][CH2:13]2)[cH:6][cH:7]1.[F:18][c:19]1[cH:20][cH:21][c:22]([N+:25](=[O:26])[O-:27])[cH:23][cH:24]1.[H-:16].[Na+:17]>>[Cl:1][c:2]1[cH:3][cH:4][c:5]([C:8]2([O:15][c:19]3[cH:20][cH:21][c:22]([N+:25](=[O:26])[O-:27])[cH:23][cH:24]3)[CH2:9][CH2:10][N:11]([CH3:14])[CH2:12][CH2:13]2)[cH:6][cH:7]1. Reactants: CC1(OCC2=C(O1)C=CC(=C2)[C@H](CNCCCCCCOCCCCC2=CC=C1CCCS(C1=C2)(=O)=O)O)C ((1R)-1-(2,2-dimethyl4H-1,3-benzodioxin-6-yl)-2-({6-[4(1,1-dioxido-3,4-dihydro-2H-thiochromen-7-yl)butoxy]hexyl}amino)ethanol), C(C)(=O)O (acetic acid). The solvent is O (water). Yields the product C(=O)OC1=C(C=C(C=C1)[C@H](CNCCCCCCOCCCCC1=CC=C2CCCS(C2=C1)(=O)=O)O)CO (4-[(1R)-2-({6-[4-(1,1-Dioxido-3,4-dihydro-2H-thiochromen-7-yl)butoxy]hexyl}amino)-1-hydroxyethyl]-2-(hydroxymethyl)phenol formate). RXN SMILES: C[C:2]1(C)[O:7][C:6]2[CH:8]=[CH:9][C:10]([C@@H:12]([OH:38])[CH2:13][NH:14][CH2:15][CH2:16][CH2:17][CH2:18][CH2:19][CH2:20][O:21][CH2:22][CH2:23][CH2:24][CH2:25][C:26]3[CH:35]=[C:34]4[C:29]([CH2:30][CH2:31][CH2:32][S:33]4(=[O:37])=[O:36])=[CH:28][CH:27]=3)=[CH:11][C:5]=2[CH2:4][O:3]1.C(O)(=[O:42])C>O>[CH:2]([O:7][C:6]1[CH:8]=[CH:9][C:10]([C@@H:12]([OH:38])[CH2:13][NH:14][CH2:15][CH2:16][CH2:17][CH2:18][CH2:19][CH2:20][O:21][CH2:22][CH2:23][CH2:24][CH2:25][C:26]2[CH:35]=[C:34]3[C:29]([CH2:30][CH2:31][CH2:32][S:33]3(=[O:36])=[O:37])=[CH:28][CH:27]=2)=[CH:11][C:5]=1[CH2:4][OH:42])=[O:3]. Procedure: A solution of (1R)-1-(2,2-dimethyl4H-1,3-benzodioxin-6-yl)-2-({6-[4(1,1-dioxido-3,4-dihydro-2H-thiochromen-7-yl)butoxy]hexyl}amino)ethanol (134 mg) in glacial acetic acid (10 ml) and water (5 ml) was heated at 80° C. for 40 min. The mixture was concentrated in vacuo and the residue purified by mass directed autoprep to give the title compound (79 mg). LCMS RT=2.46 min, ES+ve 520 (MH)+. Reactants: CC(C)COC(=O)C(C)N, O=C(O)Cc1cc2ccccc2o1. Product: CC(C)COC(=O)C(C)NC(=O)Cc1cc2ccccc2o1. As a reaction SMILES: [CH2:14]([CH:15]([CH3:16])[CH3:17])[O:18][C:19]([CH:20]([NH2:21])[CH3:22])=[O:23].[o:1]1[c:2]([CH2:10][C:11](=[O:12])[OH:13])[cH:3][c:4]2[c:5]1[cH:6][cH:7][cH:8][cH:9]2>>[o:1]1[c:2]([CH2:10][C:11](=[O:13])[NH:21][CH:20]([C:19]([O:18][CH2:14][CH:15]([CH3:16])[CH3:17])=[O:23])[CH3:22])[cH:3][c:4]2[c:5]1[cH:6][cH:7][cH:8][cH:9]2.